This data is from the Open Reaction Database (ORD), a public repository of structured organic reaction records. The task is: describe an organic reaction: reactants, conditions, products, and yield Starting materials: Cl.NC1=NC(=CC(=C1C(=O)OCC)C(=O)OCC)C1=CC=CC=C1 (2-amino-3,4-diethoxycarbonyl-6-phenylpyridine hydrochloride), N(=O)[O-].[Na+] (sodium nitrite). The solvent is O (water), Cl (hydrochloric acid), O1CCOCC1 (dioxane). Reaction conditions: time 4 hour. Yields the product C(C)OC(=O)C=1C(NC(=CC1C(=O)OCC)C1=CC=CC=C1)=O (3,4-Diethoxycarbonyl-6-phenyl-2-pyridone). RXN SMILES: Cl.N[C:3]1[C:8]([C:9]([O:11][CH2:12][CH3:13])=[O:10])=[C:7]([C:14]([O:16][CH2:17][CH3:18])=[O:15])[CH:6]=[C:5]([C:19]2[CH:24]=[CH:23][CH:22]=[CH:21][CH:20]=2)[N:4]=1.N([O-])=[O:26].[Na+]>Cl.O1CCOCC1.O>[CH2:12]([O:11][C:9]([C:8]1[C:3](=[O:26])[NH:4][C:5]([C:19]2[CH:24]=[CH:23][CH:22]=[CH:21][CH:20]=2)=[CH:6][C:7]=1[C:14]([O:16][CH2:17][CH3:18])=[O:15])=[O:10])[CH3:13] |f:0.1,2.3|. Procedure: In a mixture of 90 ml of 2% hydrochloric acid and 60 ml of dioxane was dissolved 3.50 g (10 mmol) of 2-amino-3,4-diethoxycarbonyl-6-phenylpyridine hydrochloride. A solution of 0.83 g (1.2 eq.) of sodium nitrite dissolved in 3 ml of water was added dropwise thereto. The mixture was stirred at room temperature for 4 hours and left standing overnight. The solvent was distilled off. The resulting crystals were collected by filtration with water. The crystals were recrystallized from ethanol, to give... Reactants: Cl, O=N[O-], NC(=NO)c1nonc1N, [Na+], O. Product: Nc1nonc1C(Cl)=NO. As a reaction SMILES: [ClH:1].[N:12]([O-:13])=[O:14].[NH2:2][c:3]1[c:4]([C:8]([NH2:9])=[N:10][OH:11])[n:5][o:6][n:7]1.[Na+:15].[OH2:16]>>[Cl:1][C:8]([c:4]1[c:3]([NH2:2])[n:7][o:6][n:5]1)=[N:10][OH:11].